This data is from the Open Reaction Database (ORD), a public repository of structured organic reaction records. The task is: describe an organic reaction: reactants, conditions, products, and yield The reactants are BrC=1C(=C(C=2N(C1)N=C(N2)NC(C)=O)C2=CC(=CC=C2)C(F)(F)F)C (N-[6-Bromo-7-methyl-8-(3-trifluoromethyl-phenyl)-[1,2,4]triazolo[1,5-a]pyridin-2-yl]-acetamide), C(CCC)[Sn](C(=C)OCC)(CCCC)CCCC (tributyl(1-ethoxyvinyl) tin). The reagents and catalysts are C1([P]([Pd][P](C2=CC=CC=C2)(C3=CC=CC=C3)C4=CC=CC=C4)(C5=CC=CC=C5)C6=CC=CC=C6)=CC=CC=C1 (bis(triphenylphosphine)palladium). Run in CN(C)C=O (DMF). Reaction conditions: temperature 120 celsius, time 1 hour. Yields the product C(C)(=O)C=1C(=C(C=2N(C1)N=C(N2)NC(C)=O)C2=CC(=CC=C2)C(F)(F)F)C (N-[6-Acetyl-7-methyl-8-(3-trifluoromethyl-phenyl)-[1,2,4]triazolo[1,5-a]pyridin-2-yl]-acetamide). Reaction SMILES: Br[C:2]1[C:3]([CH3:25])=[C:4]([C:15]2[CH:20]=[CH:19][CH:18]=[C:17]([C:21]([F:24])([F:23])[F:22])[CH:16]=2)[C:5]2[N:6]([N:8]=[C:9]([NH:11][C:12](=[O:14])[CH3:13])[N:10]=2)[CH:7]=1.C([Sn](CCCC)(CCCC)[C:31]([O:33]CC)=[CH2:32])CCC>CN(C=O)C.C1(C=CC=CC=1)[P](C1C=CC=CC=1)(C1C=CC=CC=1)[Pd][P](C1C=CC=CC=1)(C1C=CC=CC=1)C1C=CC=CC=1>[C:31]([C:2]1[C:3]([CH3:25])=[C:4]([C:15]2[CH:20]=[CH:19][CH:18]=[C:17]([C:21]([F:24])([F:23])[F:22])[CH:16]=2)[C:5]2[N:6]([N:8]=[C:9]([NH:11][C:12](=[O:14])[CH3:13])[N:10]=2)[CH:7]=1)(=[O:33])[CH3:32] |^1:54,68|. Procedure details: N-[6-Bromo-7-methyl-8-(3-trifluoromethyl-phenyl)-[1,2,4]triazolo[1,5-a]pyridin-2-yl]-acetamide (Int. 18, 1.07 g, 2.59 mmol), bis(triphenylphosphine)palladium (II) dichloride (91 mg, 0.13 mmol) and tributyl(1-ethoxyvinyl) tin were suspended in dry DMF (8 mL) and degassed with argon. The reaction mixture was heated at 120° C. for 20 min using microwave irradiation. 1 M HCl (10 mL) was added and the reaction mixture was stirred for 1 hr before being partitioned between EtOAc (100 mL) and water (100... Reaction conditions: temperature 120 celsius, time 15 hour. The product is C(CCC)C1=NN(C(=C1CC1=C(C=C(C=C1)C1=C(C=CC=C1)S(N)(=O)=O)F)C#N)C1=C(C=CC(=C1)[N+](=O)[O-])C(F)(F)F (3-n-Butyl-4-[(3-fluoro-2'-sulfamoylbiphenyl-4-yl)methyl]-1-[5-nitro-2-(trifluoromethyl)phenyl]-1H-pyrazole-5-carbonitrile). As a reaction SMILES: Br[C:2]1[CH:7]=[CH:6][C:5]([N+:8]([O-:10])=[O:9])=[CH:4][C:3]=1[N:11]1[C:15]([C:16]#[N:17])=[C:14]([CH2:18][C:19]2[CH:24]=[CH:23][C:22]([C:25]3[CH:30]=[CH:29][CH:28]=[CH:27][C:26]=3[S:31](=[O:34])(=[O:33])[NH2:32])=[CH:21][C:20]=2[F:35])[C:13]([CH2:36][CH2:37][CH2:38][CH3:39])=[N:12]1.Cl[C:41]([F:47])([F:46])C(OC)=O.[F-:48].[K+].[Br-].[K+]>O.CN(C=O)C>[CH2:36]([C:13]1[C:14]([CH2:18][C:19]2[CH:24]=[CH:23][C:22]([C:25]3[CH:30]=[CH:29][CH:28]=[CH:27][C:26]=3[S:31](=[O:34])(=[O:33])[NH2:32])=[CH:21][C:20]=2[F:35])=[C:15]([C:16]#[N:17])[N:11]([C:3]2[CH:4]=[C:5]([N+:8]([O-:10])=[O:9])[CH:6]=[CH:7][C:2]=2[C:41]([F:47])([F:48])[F:46])[N:12]=1)[CH2:37][CH2:38][CH3:39] |f:2.3,4.5|. Reported procedure: A mixture of 1-(2-bromo-5-nitrophenyl)-3-n-butyl-4-[(3-fluoro-2'-sulfamoylbiphenyl-4-yl)methyl]-1H-pyrazole-5-carbonitrile (from Step A) (1 equivalent), methyl chlorodifluoroacetate (2 equiv), potassium fluoride (1 equiv), cuprous iodide (1 equiv), potassium bromide (1 equiv), and DMF (approximately 3 mL per gram of pyrazole compound) is stirred under N2 in a sealed tube at 120° C. for about 15 hours. The cooled mixture is diluted with H2O and extracted a few times with ethyl acetate. The combin... Solvent: CN(C)C=O (DMF), O (H2O). Reactants: BrC1=C(C=C(C=C1)[N+](=O)[O-])N1N=C(C(=C1C#N)CC1=C(C=C(C=C1)C1=C(C=CC=C1)S(N)(=O)=O)F)CCCC (1-(2-Bromo-5-nitrophenyl)-3-n-butyl-4-[(3-fluoro-2'-sulfamoylbiphenyl-4-yl)methyl]-1H-pyrazole-5-carbonitrile), ClC(C(=O)OC)(F)F (methyl chlorodifluoroacetate), [F-].[K+] (potassium fluoride), cuprous iodide, [Br-].[K+] (potassium bromide).